Dataset: the Open Reaction Database (ORD), a public repository of structured organic reaction records. Task: describe an organic reaction: reactants, conditions, products, and yield Starting materials: CC1(OC2=CC(=CC(=C2C=C1)NC=1C(=CC2=CC=CC=C2C1[N+](=O)[O-])C(=O)O)OC)C (3-[(2,2-Dimethyl-7-methoxy-2H-chromen-5-yl)amino]-4-nitro-2-naphthalene-carboxylic Acid), FC(C(=O)OC(C(F)(F)F)=O)(F)F (trifluoroacetic anhydride). The solvent is ClCCl (dichloromethane). Run at time 5 minute. Product: COC=1C=C2C(=C3NC=4C(=C5C(=CC4C(C13)=O)C=CC=C5)[N+](=O)[O-])C=CC(O2)(C)C (6-Methoxy-3,3-dimethyl-13-nitro-3,14-dihydro-7H-benzo[b]pyrano[3,2-h]-acridin-7-one). Reaction SMILES: [CH3:1][C:2]1([CH3:31])[CH:11]=[CH:10][C:9]2[C:4](=[CH:5][C:6]([O:29][CH3:30])=[CH:7][C:8]=2[NH:12][C:13]2[C:14]([C:26]([OH:28])=O)=[CH:15][C:16]3[C:21]([C:22]=2[N+:23]([O-:25])=[O:24])=[CH:20][CH:19]=[CH:18][CH:17]=3)[O:3]1.FC(F)(F)C(OC(=O)C(F)(F)F)=O>ClCCl>[CH3:30][O:29][C:6]1[CH:5]=[C:4]2[O:3][C:2]([CH3:1])([CH3:31])[CH:11]=[CH:10][C:9]2=[C:8]2[C:7]=1[C:26](=[O:28])[C:14]1[CH:15]=[C:16]3[CH:17]=[CH:18][CH:19]=[CH:20][C:21]3=[C:22]([N+:23]([O-:25])=[O:24])[C:13]=1[NH:12]2. Procedure: 772 mg of the compound obtained in Step 4 are dissolved in 45 ml of anhydrous dichloromethane, and 3 ml of trifluoroacetic anhydride are added. After stirring for 5 minutes at ambient temperature, the reaction mixture is evaporated. The residue is taken up in a mixture of dichloromethane and saturated NaHCO3 solution. After extraction of the aqueous phase with dichloromethane, the combined organic phases are treated in conventional manner and then distilled, allowing the expected product to be i... Reaction conditions: time 40 minute. Reported procedure: Dess-Martin Periodane (1.08 g, 2.55 mmol ) in 10 mL CH2Cl2 was added to (1S,3R)-3-(1H-Indol-3-yl)-indan-1-ol (2.52 mmol ) in 10 mL CH2Cl2 at 0° C. The reaction mixture was allowed to warm to room temperature and stirred 40 min—TLC showed full conversion. To the reaction mixture ethyl acetate and sat. NaHCO3 was added. The organic phase was isolated, washed with 2N NaOH and brine, dried over MgSO4 and concentrated in vacuo. A quantitative yield of (R)-3-(1H-indol-3-yl)-indan-1-one was obtained af... Starting materials: CC(=O)OI1(C2=CC=CC=C2C(=O)O1)(OC(=O)C)OC(=O)C (Dess-Martin Periodane), N1C=C(C2=CC=CC=C12)[C@@H]1C[C@@H](C2=CC=CC=C12)O ((1S,3R)-3-(1H-Indol-3-yl)-indan-1-ol), C(C)(=O)OCC (ethyl acetate), C(=O)(O)[O-].[Na+] (NaHCO3). The solvent is CCCCCCC.C(C)(=O)OCC (heptane ethyl acetate), C(Cl)Cl (CH2Cl2), C(Cl)Cl (CH2Cl2). As a reaction SMILES: CC(OI1(OC(C)=O)(OC(C)=O)OC(=O)C2C1=CC=CC=2)=O.[NH:23]1[C:31]2[C:26](=[CH:27][CH:28]=[CH:29][CH:30]=2)[C:25]([C@H:32]2[C:40]3[C:35](=[CH:36][CH:37]=[CH:38][CH:39]=3)[C@@H:34]([OH:41])[CH2:33]2)=[CH:24]1.C(OCC)(=O)C.C([O-])(O)=O.[Na+]>C(Cl)Cl.CCCCCCC.C(OCC)(=O)C>[NH:23]1[C:31]2[C:26](=[CH:27][CH:28]=[CH:29][CH:30]=2)[C:25]([C@H:32]2[C:40]3[C:35](=[CH:36][CH:37]=[CH:38][CH:39]=3)[C:34](=[O:41])[CH2:33]2)=[CH:24]1 |f:3.4,6.7|. Product: N1C=C(C2=CC=CC=C12)[C@@H]1CC(C2=CC=CC=C12)=O ((R)-3-(1H-indol-3-yl)-indan-1-one). Starting materials: three, [Mg] (magnesium), ClCCC[Si](Cl)(Cl)C1=CC=CC=C1 ((3-chloropropyl)phenyldichlorosilane), [Mg] (magnesium). Reagents/catalysts: II (iodine). Solvent: C(C)OCC (diethyl ether), C(C)OCC (diethyl ether), C(C)OCC (diethyl ether). Conditions: time 48 hour. The product is Cl[Si]1(CCC1)C1=CC=CC=C1 (1-chloro-1-phenyl-1-silacyclobutane). Yield: 60.2%. Reaction SMILES: [Mg].Cl[CH2:3][CH2:4][CH2:5][Si:6]([C:9]1[CH:14]=[CH:13][CH:12]=[CH:11][CH:10]=1)([Cl:8])Cl>C(OCC)C.II>[Cl:8][Si:6]1([C:9]2[CH:14]=[CH:13][CH:12]=[CH:11][CH:10]=2)[CH2:3][CH2:4][CH2:5]1. Reported procedure: A dry 1 L three neck round bottom flask equipped with a mechanical stirrer, dropping funnel, and condenser with nitrogen inlet system was charged with 18.3 g (0.75 mole) magnesium powder and 250 ml anhydrous diethyl ether. The magnesium was activated by the addition of 200 mg iodine. And then 50.7 g (0.20 mole)(3-chloropropyl)phenyldichlorosilane in 100 ml diethyl ether was added dropwise over 40 mins. at room temperature. The mixture was stirred for an additional 48 h and 200 ml anhydrous dieth... Starting materials: CCOCC, CNC, CC#N, O=S(=O)(Cl)CCCCCCCl. Yields the product CN(C)S(=O)(=O)CCCCCCCl. RXN SMILES: [CH3:12][CH2:13][O:14][CH2:15][CH3:16].[CH3:17][NH:18][CH3:19].[CH3:20][C:21]#[N:22].[Cl:1][CH2:2][CH2:3][CH2:4][CH2:5][CH2:6][CH2:7][S:8](=[O:9])(=[O:10])[Cl:11]>>[Cl:1][CH2:2][CH2:3][CH2:4][CH2:5][CH2:6][CH2:7][S:8](=[O:9])(=[O:10])[N:18]([CH3:17])[CH3:19]. As a reaction SMILES: [C:1]([CH:4]([O:6][C:7]1[N:11]=[CH:10][N:9]([C:12]2[CH:17]=[CH:16][CH:15]=[C:14]([C:18]([F:21])([F:20])[F:19])[CH:13]=2)[N:8]=1)[CH3:5])(O)=[O:2].C(N1C=CN=C1)([N:24]1C=CN=C1)=O.[OH-].[NH4+]>>[NH2:24][C:1]([CH:4]([O:6][C:7]1[N:11]=[CH:10][N:9]([C:12]2[CH:17]=[CH:16][CH:15]=[C:14]([C:18]([F:21])([F:20])[F:19])[CH:13]=2)[N:8]=1)[CH3:5])=[O:2] |f:2.3|. Yield: 56.2%. Procedure: The process was carried out as was Example 45, starting with 5 g of the compound of Example 24, 4 g of carbonyldiimidazole and 1.2 g of ammonium hydroxide. The yield was 2.8 g of the desired product, m.p. 147°-149°. Starting materials: C(=O)(O)C(C)OC1=NN(C=N1)C1=CC(=CC=C1)C(F)(F)F (3-(1-carboxyethoxy)-1-(3-trifluoromethylphenyl)-1,2,4-1H-triazole), C(=O)(N1C=NC=C1)N1C=NC=C1 (carbonyldiimidazole), [OH-].[NH4+] (ammonium hydroxide). Product: NC(=O)C(C)OC1=NN(C=N1)C1=CC(=CC=C1)C(F)(F)F (3-(1-aminocarbonylethoxy)-1-(3-trifluoromethylphenyl)-1,2,4-1H-triazole). Reactants: BrC1=CC(=C(C=C1C(F)(F)F)NC(C)=O)[N+](=O)[O-] (N-[4-Bromo-2-nitro-5-(trifluoromethyl)phenyl]acetamide), [OH-].[Na+] (NaOH). Solvent: CO (MeOH). Conditions: temperature 90 celsius, time 2 hour. Yields the product BrC1=CC(=C(C=C1C(F)(F)F)N)[N+](=O)[O-] (4-Bromo-2-nitro-5-(trifluoromethyl)phenylamine). As a reaction SMILES: [Br:1][C:2]1[C:7]([C:8]([F:11])([F:10])[F:9])=[CH:6][C:5]([NH:12]C(=O)C)=[C:4]([N+:16]([O-:18])=[O:17])[CH:3]=1.[OH-].[Na+]>CO>[Br:1][C:2]1[C:7]([C:8]([F:10])([F:11])[F:9])=[CH:6][C:5]([NH2:12])=[C:4]([N+:16]([O-:18])=[O:17])[CH:3]=1 |f:1.2|. Reported procedure: To a solution of the acetamide from step (b) above (4.5 g, 14 mmol) in MeOH (8 mL) was added aqueous 3N NaOH (50 mL) at room temperature. The reaction mixture was stirred at 90° C. for 2 h, cooled to room temperature and extracted with EtOAc (4×50 mL). The combined organic extracts were washed with 1% aqueous HCl and brine, dried over MgSO4, filtered and concentrated in vacuo. The residue was purified by silica gel column chromatography (15% EtOAc/hexane) to give the title compound as a yellow s... The reactants are N1=CC=CC=C1 (pyridine), C(N)(=O)C1=CC(=C(C(=O)OC)C(=C1)F)Cl (methyl 4-carbamoyl-2-chloro-6-fluorobenzoate), FC(C(=O)OC(C(F)(F)F)=O)(F)F (trifluoroacetic anhydride). The solvent is O1CCOCC1 (1,4-dioxane). Reaction conditions: time 2 hour. Yields the product ClC1=C(C(=O)OC)C(=CC(=C1)C#N)F (methyl 2-chloro-4-cyano-6-fluorobenzoate). The yield is 83.9%. RXN SMILES: [C:1]([C:4]1[CH:13]=[C:12]([F:14])[C:7]([C:8]([O:10][CH3:11])=[O:9])=[C:6]([Cl:15])[CH:5]=1)(=O)[NH2:2].N1C=CC=CC=1.FC(F)(F)C(OC(=O)C(F)(F)F)=O>O1CCOCC1>[Cl:15][C:6]1[CH:5]=[C:4]([C:1]#[N:2])[CH:13]=[C:12]([F:14])[C:7]=1[C:8]([O:10][CH3:11])=[O:9]. Reported procedure: To a suspension of methyl 4-carbamoyl-2-chloro-6-fluorobenzoate (2.527 g, 10.9 mmoles) in 1,4-dioxane (25 mL) at room temperature was added pyridine (38.2 mmoles, 3.02 g), followed by trifluoroacetic anhydride (5.04 g, 24.0 mmoles). The reaction mixture was stirred at room temperature for 2 hours. The reaction was quenched with water (100 mL), extracted with EtOAc (3×100 mL). The combined organics were dried over Na2SO4 and concentrated under reduced pressure. The residue was purified by silica ... As a reaction SMILES: [C:1](=[O:2])([OH:3])[c:4]1[cH:5][c:6]2[c:10]([cH:11][cH:12]1)[NH:9][C:8](=[O:13])[CH2:7]2.[CH2:25]1[CH2:26][CH2:27][NH:28][CH2:29][CH2:30]1.[CH3:31][CH2:32][OH:33].[nH:14]1[c:15]([CH:23]=[O:24])[cH:16][c:17]2[cH:18][cH:19][cH:20][cH:21][c:22]12>>[C:1](=[O:2])([OH:3])[c:4]1[cH:5][c:6]2[c:10]([cH:11][cH:12]1)[NH:9][C:8](=[O:13])[C:7]2=[CH:23][c:15]1[nH:14][c:22]2[c:17]([cH:16]1)[cH:18][cH:19][cH:20][cH:21]2. Yields the product O=C1Nc2ccc(C(=O)O)cc2C1=Cc1cc2ccccc2[nH]1. Starting materials: O=C1Cc2cc(C(=O)O)ccc2N1, C1CCNCC1, CCO, O=Cc1cc2ccccc2[nH]1. Reactants: OCCO, N#C[K], CN(C)C=O, O, O, OCc1ccc2ncsc2c1. The product is N#CCc1ccc2ncsc2c1. RXN SMILES: [CH2:5]([OH:6])[CH2:7][OH:8].[K:1][C:2]#[N:3].[O:21]=[CH:22][N:23]([CH3:24])[CH3:25].[OH2:20].[OH2:4].[s:9]1[cH:10][n:11][c:12]2[c:13]1[cH:14][c:15]([CH2:18][OH:19])[cH:16][cH:17]2>>[C:2](#[N:3])[CH2:18][c:15]1[cH:14][c:13]2[s:9][cH:10][n:11][c:12]2[cH:17][cH:16]1.